Dataset: the Open Reaction Database (ORD), a public repository of structured organic reaction records. Task: describe an organic reaction: reactants, conditions, products, and yield Reactants: BrC1=CC=2N(C=C1)N=C(C2)C2=CC=C(C=C2)Cl (5-bromo-2-(4-chlorophenyl)pyrazolo[1,5-a]pyridine), [1,1′-bis(diphenyl-phosphino)ferrocene]dichloropalladium(II), COC(=O)C=1C=C(C=CC1)B(O)O (3-methoxycarbonylphenylboronic acid), C([O-])([O-])=O.[Cs+].[Cs+] (caesium carbonate). Solvent: C1CCOC1.O (THF water). Product: ClC1=CC=C(C=C1)C1=NN2C(C=C(C=C2)C=2C=C(C(=O)OC)C=CC2)=C1 (methyl 3-[2-(4-chlorophenyl)pyrazolo[1,5-a]pyridin-5-yl]benzoate). As a reaction SMILES: Br[C:2]1[CH:7]=[CH:6][N:5]2[N:8]=[C:9]([C:11]3[CH:16]=[CH:15][C:14]([Cl:17])=[CH:13][CH:12]=3)[CH:10]=[C:4]2[CH:3]=1.[CH3:18][O:19][C:20]([C:22]1[CH:23]=[C:24](B(O)O)[CH:25]=[CH:26][CH:27]=1)=[O:21].C(=O)([O-])[O-].[Cs+].[Cs+]>C1COCC1.O>[Cl:17][C:14]1[CH:15]=[CH:16][C:11]([C:9]2[CH:10]=[C:4]3[CH:3]=[C:2]([C:26]4[CH:27]=[C:22]([CH:23]=[CH:24][CH:25]=4)[C:20]([O:19][CH3:18])=[O:21])[CH:7]=[CH:6][N:5]3[N:8]=2)=[CH:12][CH:13]=1 |f:2.3.4,5.6|. Procedure details: The procedure described in Example 3 is followed. Starting from 1.5 g (4.88 mmol) of 5-bromo-2-(4-chlorophenyl)pyrazolo[1,5-a]pyridine, obtained according to the protocol described in Examples 1.3 or 2.3, 1.05 mg (5.83 mmol) of 3-methoxycarbonylphenylboronic acid, 4.6 g (14.61 mmol) of caesium carbonate, 0.400 g (0.49 mmol) of [1,1′-bis(diphenyl-phosphino)ferrocene]dichloropalladium(II) and 20 ml of a THF/water (9/1) mixture and after chromatographing on silica gel, elution being carried out wit... Reactants: COC=1C(C(C1NC1=CC(=CC=C1)C(NCCC(C1=CC=CC=C1)C1=CC=CC=C1)C1=CC=C(C=C1)OC)=O)=O (3-methoxy-4-{3-[(4-methoxyphenyl)-(3,3-diphenylpropylamino)methyl]phenylamino}-3-cyclobutene-1,2-dione), N (ammonia). Solvent: C(C)O (ethanol). The product is NC=1C(C(C1NC1=CC(=CC=C1)C(NCCC(C1=CC=CC=C1)C1=CC=CC=C1)C1=CC=C(C=C1)OC)=O)=O (3-Amino-4-{3-[(4-methoxyphenyl)-(3,3-diphenylpropylamino)methyl]phenylamino}-3-cyclobutene-1,2-dione). RXN SMILES: C[O:2][C:3]1[C:4](=[O:40])[C:5](=O)[C:6]=1[NH:7][C:8]1[CH:13]=[CH:12][CH:11]=[C:10]([CH:14]([C:31]2[CH:36]=[CH:35][C:34]([O:37][CH3:38])=[CH:33][CH:32]=2)[NH:15][CH2:16][CH2:17][CH:18]([C:25]2[CH:30]=[CH:29][CH:28]=[CH:27][CH:26]=2)[C:19]2[CH:24]=[CH:23][CH:22]=[CH:21][CH:20]=2)[CH:9]=1.[NH3:41]>C(O)C>[NH2:41][C:5]1[C:4](=[O:40])[C:3](=[O:2])[C:6]=1[NH:7][C:8]1[CH:13]=[CH:12][CH:11]=[C:10]([CH:14]([C:31]2[CH:32]=[CH:33][C:34]([O:37][CH3:38])=[CH:35][CH:36]=2)[NH:15][CH2:16][CH2:17][CH:18]([C:19]2[CH:24]=[CH:23][CH:22]=[CH:21][CH:20]=2)[C:25]2[CH:30]=[CH:29][CH:28]=[CH:27][CH:26]=2)[CH:9]=1. Procedure details: In a similar maiser to that described in Example (1d), 3-methoxy-4-{3-[(4-methoxyphenyl)-(3,3-diphenylpropylamino)methyl]phenylamino}-3-cyclobutene-1,2-dione (1.86 g) [prepared as described in step (c) above] and a solution of ammonia in ethanol (2N, 7 ml) were reacted, to give the title compound (1.36 g) as a pale yellow solid. Starting materials: CCOC(=O)CBr, CC(C)=O, Cc1cc(O)ccc1F, [I-], [K+], [K+], [Na+], O=C([O-])[O-]. Product: CCOC(=O)COc1ccc(F)c(C)c1. As a reaction SMILES: [CH2:1]([CH3:2])[O:3][C:4]([CH2:5][Br:6])=[O:7].[CH3:25][C:26](=[O:27])[CH3:28].[F:8][c:9]1[c:10]([CH3:16])[cH:11][c:12]([OH:15])[cH:13][cH:14]1.[I-:23].[K+:17].[K+:18].[Na+:24].[O-:19][C:20]([O-:21])=[O:22]>>[CH2:1]([CH3:2])[O:3][C:4]([CH2:5][O:15][c:12]1[cH:11][c:10]([CH3:16])[c:9]([F:8])[cH:14][cH:13]1)=[O:7]. Reactants: N(=NC(=O)OCC)C(=O)OCC (Diethyl azodicarboxylate), OC=1C=C(C=C(C1)C)OS(=O)(=O)C1=CC(=CC=C1)Cl (3-chlorobenzenesulfonic acid 3-hydroxy-5-methylphenyl ester), C1(=CC=CC=C1)P(C1=CC=CC=C1)C1=CC=CC=C1 (triphenylphosphine), C(C)(C)(C)OC(=O)N1CCC(CC1)CO (N-tert-butoxycarbonyl-4-piperidinemethanol). The solvent is O1CCCC1 (tetrahydrofuran). Conditions: temperature 0 celsius, time 3 hour. Product: C(C)(C)(C)OC(=O)N1CCC(CC1)COC=1C=C(C=C(C1)C)OS(=O)(=O)C1=CC(=CC=C1)Cl (3-Chlorobenzenesulfonic Acid 3-[[N-(tert-butoxycarbonyl)piperidin-4-yl]methoxy]-5-methylphenyl Ester). The yield is 80.6%. Reaction SMILES: N(C(OCC)=O)=NC(OCC)=O.[OH:13][C:14]1[CH:15]=[C:16]([O:21][S:22]([C:25]2[CH:30]=[CH:29][CH:28]=[C:27]([Cl:31])[CH:26]=2)(=[O:24])=[O:23])[CH:17]=[C:18]([CH3:20])[CH:19]=1.[C:32]([O:36][C:37]([N:39]1[CH2:44][CH2:43][CH:42]([CH2:45]O)[CH2:41][CH2:40]1)=[O:38])([CH3:35])([CH3:34])[CH3:33].C1(P(C2C=CC=CC=2)C2C=CC=CC=2)C=CC=CC=1>O1CCCC1>[C:32]([O:36][C:37]([N:39]1[CH2:44][CH2:43][CH:42]([CH2:45][O:13][C:14]2[CH:15]=[C:16]([O:21][S:22]([C:25]3[CH:30]=[CH:29][CH:28]=[C:27]([Cl:31])[CH:26]=3)(=[O:24])=[O:23])[CH:17]=[C:18]([CH3:20])[CH:19]=2)[CH2:41][CH2:40]1)=[O:38])([CH3:35])([CH3:33])[CH3:34]. Procedure: Diethyl azodicarboxylate (349 mg, 2.0 mmol) was added to a solution of 3-chlorobenzenesulfonic acid 3-hydroxy-5-methylphenyl ester (600 mg, 2.0 mmol), as prepared in the preceding step, N-tert-butoxycarbonyl-4-piperidinemethanol (430 mg, 2.0 mmol), as prepared in step (b) of Example 1, and triphenylphosphine (525 mg, 2.0 mmol) in tetrahydrofuran (20 mL) at 0° C. The mixture was stirred at 0° C. for 2 h and at room temperature for 3 h. The reaction was quenched with water (50 mL) and extracted wi... The reactants are CC[N+]1(C)CCC(=O)CC1, CC(C)(C)N, Cc1ccccc1, [I-], [Na+], O=C([O-])O, O. Yields the product CC(C)(C)N1CCC(=O)CC1. Reaction SMILES: [CH2:7]([N+:8]1([CH3:9])[CH2:10][CH2:11][C:12](=[O:15])[CH2:13][CH2:14]1)[CH3:16].[CH3:1][C:2]([CH3:3])([CH3:4])[NH2:5].[CH3:22][c:23]1[cH:24][cH:25][cH:26][cH:27][cH:28]1.[I-:6].[Na+:21].[O-:17][C:18]([OH:19])=[O:20].[OH2:29]>>[CH3:1][C:2]([CH3:3])([CH3:4])[N:5]1[CH2:10][CH2:11][C:12](=[O:15])[CH2:13][CH2:14]1. The reactants are [Zn] (zinc), [N+](=O)(O)[O-] (nitric acid), [N+](=O)(O)[O-] (nitric acid), ( s ), [O-2].[Zn+2] (zinc oxide), [O-2].[Zn+2] (zinc oxide), [O-2].[Zn+2] (zinc oxide), [O-2].[Zn+2] (zinc oxide). Run in O (water), O (water), O (water). Reaction conditions: time 37.5 minute. Yields the product [N+](=O)([O-])[O-].[Zn+2].[N+](=O)([O-])[O-] (zinc nitrate). As a reaction SMILES: [Zn:1].[O-2].[Zn+2].[N+:4]([O-:7])([OH:6])=[O:5]>O>[N+:4]([O-:7])([O-:6])=[O:5].[Zn+2:1].[N+:4]([O-:7])([O-:6])=[O:5] |f:1.2,5.6.7|. Procedure: For use in preparing the aforementioned 15-0-0-5Zn solution, zinc nitrate solution containing about 16.5% zinc may be obtained commercially or prepared by reaction of metallic zinc or zinc oxide with nitric acid and introducing sufficient water to the reaction mixture to provide a zinc nitrate product solution containing about 16.5% zinc (47.8% zinc nitrate). This is accomplished by adding commercially available granular zinc oxide (containing about 80% zinc ) to a mixture of water and commercia... Reactants: [O-]C#N.[K+] (Potassium cyanate), NCCCNC1=CC=C(C=C1)C=1C(NC(NN1)=O)C (6-[4-(3-aminopropylamino)phenyl]-5-methyl-4,5-dihydro-1,2,4-triazin-3(2H)-one), C(C)(=O)O (acetic acid), CO (methanol). Run in O (water). Conditions: time 60 hour. The product is N(C(=O)N)CCCNC1=CC=C(C=C1)C=1C(NC(NN1)=O)C (6-[4-(3-ureidopropylamino)phenyl]-5-methyl-4,5-dihydro-1,2,4-triazin-3(2H)-one). The yield is 32.1%. As a reaction SMILES: [O-:1][C:2]#[N:3].[K+].[NH2:5][CH2:6][CH2:7][CH2:8][NH:9][C:10]1[CH:15]=[CH:14][C:13]([C:16]2[CH:17]([CH3:23])[NH:18][C:19](=[O:22])[NH:20][N:21]=2)=[CH:12][CH:11]=1.C(O)(=O)C.CO>O>[NH:5]([CH2:6][CH2:7][CH2:8][NH:9][C:10]1[CH:11]=[CH:12][C:13]([C:16]2[CH:17]([CH3:23])[NH:18][C:19](=[O:22])[NH:20][N:21]=2)=[CH:14][CH:15]=1)[C:2]([NH2:3])=[O:1] |f:0.1|. Procedure: Potassium cyanate (0.516 g) was added to a solution of 6-[4-(3-aminopropylamino)phenyl]-5-methyl-4,5-dihydro-1,2,4-triazin-3(2H)-one (1.66 g), acetic acid (0.382 g) and methanol (10 ml) in water (20 ml), and the mixture was stirred for 60 hours at room temperature. The resulting precipitates were collected by filtration, washed with water and recrystallized from 80% aqueous ethanol to give 6-[4-(3-ureidopropylamino)phenyl]-5-methyl-4,5-dihydro-1,2,4-triazin-3(2H)-one (0.62 g).